Dataset: the Open Reaction Database (ORD), a public repository of structured organic reaction records. Task: describe an organic reaction: reactants, conditions, products, and yield The reactants are ClC1=C(C=C(C=C1)C(F)(F)F)[N+](=O)[O-] (4-chloro-3-nitro-1-trifluoromethyl-benzene), NCC(CO)O (1-amino-2,3-propandiol). Yields the product OC(CNC1=C(C=CC=C1[N+](=O)[O-])C(F)(F)F)CO ((2',3'-dihydroxypropyl-amino]-3-nitro-1-trifluoromethyl-benzene). RXN SMILES: Cl[C:2]1[CH:7]=[CH:6][C:5]([C:8]([F:11])([F:10])[F:9])=[CH:4][C:3]=1[N+:12]([O-:14])=[O:13].[NH2:15][CH2:16][CH:17]([OH:20])[CH2:18][OH:19]>>[OH:20][CH:17]([CH2:18][OH:19])[CH2:16][NH:15][C:4]1[C:3]([N+:12]([O-:14])=[O:13])=[CH:2][CH:7]=[CH:6][C:5]=1[C:8]([F:11])([F:10])[F:9]. Procedure: 23 g (0.10 moles) 4-chloro-3-nitro-1-trifluoromethyl-benzene are heated with 30 g 1-amino-2,3-propandiol for 3 hours to 100° C. After cooling, the product is precipitated with water, vacuumed off and dried. One obtains 26.7 g (93% of the theoretical yield) of a yellow product with a melting range of 117°-118 C. The reactants are C1CCOC1, C[Si](C)(C)[N-][Si](C)(C)C, CN1CC=C(c2c[nH]c3c(F)cc(F)cc23)CC1, [Na+], O=S(=O)(Cl)c1cccc2ccccc12. Yields the product CN1CC=C(c2cn(S(=O)(=O)c3cccc4ccccc34)c3c(F)cc(F)cc23)CC1. RXN SMILES: [CH2:43]1[O:44][CH2:45][CH2:46][CH2:47]1.[CH3:34][Si:35]([N-:36][Si:37]([CH3:38])([CH3:39])[CH3:40])([CH3:41])[CH3:42].[F:1][c:2]1[cH:3][c:4]2[c:5]([C:12]3=[CH:17][CH2:16][N:15]([CH3:18])[CH2:14][CH2:13]3)[cH:6][nH:7][c:8]2[c:9]([F:11])[cH:10]1.[Na+:33].[c:19]1([S:29](=[O:30])(=[O:31])[Cl:32])[cH:20][cH:21][cH:22][c:23]2[cH:24][cH:25][cH:26][cH:27][c:28]12>>[F:1][c:2]1[cH:3][c:4]2[c:5]([C:12]3=[CH:17][CH2:16][N:15]([CH3:18])[CH2:14][CH2:13]3)[cH:6][n:7]([S:29]([c:19]3[cH:20][cH:21][cH:22][c:23]4[cH:24][cH:25][cH:26][cH:27][c:28]34)(=[O:30])=[O:31])[c:8]2[c:9]([F:11])[cH:10]1.